The task is: describe an organic reaction: reactants, conditions, products, and yield. This data is from the Open Reaction Database (ORD), a public repository of structured organic reaction records. The reactants are [BH4-], CCOC(=O)CCc1ccn(C2=CC(C)(C)Oc3ccc(C#N)cc32)c(=O)c1, Cl, [Na+], C1COCCO1. Yields the product CC1(C)C=C(n2ccc(CCCO)cc2=O)c2cc(C#N)ccc2O1. As a reaction SMILES: [BH4-:29].[C:1](#[N:2])[c:3]1[cH:4][c:5]2[c:6]([cH:27][cH:28]1)[O:7][C:8]([CH3:25])([CH3:26])[CH:9]=[C:10]2[n:11]1[c:12](=[O:24])[cH:13][c:14]([CH2:17][CH2:18][C:19](=[O:20])[O:21][CH2:22][CH3:23])[cH:15][cH:16]1.[ClH:31].[Na+:30].[O:32]1[CH2:33][CH2:34][O:35][CH2:36][CH2:37]1>>[C:1](#[N:2])[c:3]1[cH:4][c:5]2[c:6]([cH:27][cH:28]1)[O:7][C:8]([CH3:25])([CH3:26])[CH:9]=[C:10]2[n:11]1[c:12](=[O:24])[cH:13][c:14]([CH2:17][CH2:18][CH2:19][OH:20])[cH:15][cH:16]1. Reactants: NC1=C(C(C2=CC(=CC=C2)CNC(=O)OC(C)(C)C)O)C=C(C=C1)Cl (2-amino-5-chloro-α-(3-tert-butoxycarbonylaminomethylphenyl)benzyl alcohol), C(C1=CC=CO1)=O (furfural), C(C)(=O)O (acetic acid), [BH4-].C(#N)[Na] (cyano sodium borohydride). Solvent: CO (methanol). Reaction conditions: temperature 60 celsius, time 40 minute. The product is ClC=1C=CC(=C(C(C2=CC(=CC=C2)CNC(=O)OC(C)(C)C)O)C1)NCC=1OC=CC1 (5-chloro-2-(furan-2-ylmethyl)amino-α-(3-tert-butoxycarbonylaminomethylphenyl)benzyl alcohol). Yield: 98.3%. RXN SMILES: [NH2:1][C:2]1[CH:24]=[CH:23][C:22]([Cl:25])=[CH:21][C:3]=1[CH:4]([OH:20])[C:5]1[CH:10]=[CH:9][CH:8]=[C:7]([CH2:11][NH:12][C:13]([O:15][C:16]([CH3:19])([CH3:18])[CH3:17])=[O:14])[CH:6]=1.[CH:26](=O)[C:27]1[O:31][CH:30]=[CH:29][CH:28]=1.C(O)(=O)C.[BH4-].C([Na])#N>CO>[Cl:25][C:22]1[CH:23]=[CH:24][C:2]([NH:1][CH2:26][C:27]2[O:31][CH:30]=[CH:29][CH:28]=2)=[C:3]([CH:21]=1)[CH:4]([OH:20])[C:5]1[CH:10]=[CH:9][CH:8]=[C:7]([CH2:11][NH:12][C:13]([O:15][C:16]([CH3:18])([CH3:19])[CH3:17])=[O:14])[CH:6]=1 |f:3.4|. Reported procedure: In methanol (15 ml) were dissolved 2-amino-5-chloro-α-(3-tert-butoxycarbonylaminomethylphenyl)benzyl alcohol (0.5 g) produced in Example (1) and furfural (0.15 g). To the solution were added acetic acid (0.1 g) and cyano sodium borohydride (0.11 g). The mixture was stirred for 40 minutes at 60° C. The reaction mixture was concentrated, to which were added water (30 ml) and ethyl acetate (50 ml), followed by subjecting the mixture to extraction. The organic layer was washed with water and dried o...